From a dataset of the Open Reaction Database (ORD), a public repository of structured organic reaction records. describe an organic reaction: reactants, conditions, products, and yield As a reaction SMILES: [H-].[Na+].[S:3]1[C:7]2[CH:8]=[CH:9][CH:10]=[CH:11][C:6]=2[N:5]=[C:4]1[CH2:12][C:13]1[CH:18]=[CH:17][C:16]([OH:19])=[CH:15][CH:14]=1.[C:20]([O:24][C:25]([N:27]1[CH2:31][CH2:30][CH2:29][C@@H:28]1[CH2:32]OS(C1C=CC(C)=CC=1)(=O)=O)=[O:26])([CH3:23])([CH3:22])[CH3:21]>CN(C=O)C>[C:20]([O:24][C:25]([N:27]1[CH2:31][CH2:30][CH2:29][C@@H:28]1[CH2:32][O:19][C:16]1[CH:15]=[CH:14][C:13]([CH2:12][C:4]2[S:3][C:7]3[CH:8]=[CH:9][CH:10]=[CH:11][C:6]=3[N:5]=2)=[CH:18][CH:17]=1)=[O:26])([CH3:23])([CH3:21])[CH3:22] |f:0.1|. Isolated yield 75.4%. Yields the product C(C)(C)(C)OC(=O)N1[C@H](CCC1)COC1=CC=C(C=C1)CC=1SC2=C(N1)C=CC=C2 ((R)-2-(4-Benzothiazol-2-ylmethyl-phenoxymethyl)-pyrrolidine-1-carboxylic acid tert-butyl ester). Reactants: ice water, [H-].[Na+] (NaH), C(C)(C)(C)OC(=O)N1[C@H](CCC1)COS(=O)(=O)C1=CC=C(C=C1)C ((R)-2-(toluene-4-sulfonyloxymethyl)-pyrrolidine-1-carboxylic acid tert-butyl ester), S1C(=NC2=C1C=CC=C2)CC2=CC=C(C=C2)O (4-Benzothiazol-2-ylmethyl-phenol). The solvent is CN(C)C=O (DMF). Procedure details: To a 25 mL vial which contained a suspension of NaH (60% in mineral oil, 60 mg, 1.5 mmol) in DMF (10 mL) was added the product from step 1 (241 mg, 1 mmol) at 0° C. The mixture was allowed to warm to rt and stir at rt for 30 min then cooled to 0° C. To this reaction mixture was added (R)-2-(toluene-4-sulfonyloxymethyl)-pyrrolidine-1-carboxylic acid tert-butyl ester (355 mg, 1 mmol) at 0° C. The resulting mixture was allowed warm to rt and stir at rt for 30 min and then was heated to 95° C. and s... Run at time 30 minute.